From a dataset of the Open Reaction Database (ORD), a public repository of structured organic reaction records. describe an organic reaction: reactants, conditions, products, and yield The reactants are C(CC)SCCN=C=O (2-propylthioethyl isocyanate), FC=1C(NC(NC1)=O)=O (5-fluorouracil), resultant mixture. Solvent: CN(C(C)=O)C (N,N-dimethylacetamide), C(C)(=O)OCC (ethyl acetate). Conditions: time 8 hour. The product is C(CC)SCCNC(=O)N1C(=O)NC(=O)C(=C1)F (1-[N-(2-propylthioethyl)carbamoyl]-5-fluorouracil). As a reaction SMILES: [CH2:1]([S:4][CH2:5][CH2:6][N:7]=[C:8]=[O:9])[CH2:2][CH3:3].[F:10][C:11]1[C:12](=[O:18])[NH:13][C:14](=[O:17])[NH:15][CH:16]=1>CN(C)C(=O)C.C(OCC)(=O)C>[CH2:1]([S:4][CH2:5][CH2:6][NH:7][C:8]([N:15]1[CH:16]=[C:11]([F:10])[C:12](=[O:18])[NH:13][C:14]1=[O:17])=[O:9])[CH2:2][CH3:3]. Procedure details: To the above solution of 2-propylthioethyl isocyanate was added a solution of 5-fluorouracil (2.60 g.) in N,N-dimethylacetamide (20 ml.) at 80° C. and stirred for further 8 hours at the same temperature. The resultant mixture was diluted with ethyl acetate (200 ml.), washed with water (each 30 ml., 3 times), dried over magnesium sulfate, treated with activated charcoal, filtered and evaporated in vacuo. The residue was recrystallized from ethyl acetate to give 1-[N-(2-propylthioethyl)carbamoyl]-... Starting materials: N1=CC=CC2=CC=CC(=C12)C(=O)Cl (quinoline-8-carbonyl chloride), FC1=CC=C(C=C1)CCN1CCNCC1 (1-[2-(4-fluoro-phenyl)ethyl]piperazine), S(=O)(Cl)Cl (thionyl chloride), N1=CC=CC2=CC=CC(=C12)C(=O)O (quinoline-8-carboxylic acid). The reagents and catalysts are CN(C)C=1C=CN=CC1 (DMAP). The solvent is C(C)N(CC)CC (triethylamine), C1CCOC1 (THF), ClCCl (dichloromethane). Reaction conditions: time 5 day. Product: FC1=CC=C(C=C1)CCN1CCN(CC1)C(=O)C=1C=CC=C2C=CC=NC12 ({4-[2-(4-fluorophenyl)ethyl]piperazin-1-yl}quinolin-8-ylmethanone). RXN SMILES: S(Cl)(Cl)=O.[N:5]1[C:14]2[C:9](=[CH:10][CH:11]=[CH:12][C:13]=2[C:15]([OH:17])=O)[CH:8]=[CH:7][CH:6]=1.N1C2C(=CC=CC=2C(Cl)=O)C=CC=1.[F:31][C:32]1[CH:37]=[CH:36][C:35]([CH2:38][CH2:39][N:40]2[CH2:45][CH2:44][NH:43][CH2:42][CH2:41]2)=[CH:34][CH:33]=1>C1COCC1.ClCCl.CN(C1C=CN=CC=1)C.C(N(CC)CC)C>[F:31][C:32]1[CH:37]=[CH:36][C:35]([CH2:38][CH2:39][N:40]2[CH2:41][CH2:42][N:43]([C:15]([C:13]3[CH:12]=[CH:11][CH:10]=[C:9]4[C:14]=3[N:5]=[CH:6][CH:7]=[CH:8]4)=[O:17])[CH2:44][CH2:45]2)=[CH:34][CH:33]=1. Reported procedure: 0.34 ml of thionyl chloride is added to a suspension of 0.4 g of quinoline-8-carboxylic acid in THF, and the mixture is refluxed for 1 hour. The mixture is then freed from solvent, and the residue (quinoline-8-carbonyl chloride) is taken up in 50 ml of dichloromethane. 2.1 g of polymeric DMAP (Aldrich, Article No. 35,998-2), 0.6 ml of triethylamine and 0.6 g of 1-[2-(4-fluoro-phenyl)ethyl]piperazine are added to this solution, and the mixture is stirred at room temperature for 5 days. Convention...